From a dataset of the Open Reaction Database (ORD), a public repository of structured organic reaction records. describe an organic reaction: reactants, conditions, products, and yield Starting materials: ClS(=O)(=O)O (chlorosulfonic acid), Cl (HCl), C(CCC)P(CCCC)CCCC (tributylphosphane). Product: C(CCC)P(CCCC)(CCCC)=O (tributylphosphane oxide). Yield: 120.5%. Reaction SMILES: ClS(O)(=O)=[O:3].[CH2:6]([P:10]([CH2:15][CH2:16][CH2:17][CH3:18])[CH2:11][CH2:12][CH2:13][CH3:14])[CH2:7][CH2:8][CH3:9].Cl>>[CH2:15]([P:10](=[O:3])([CH2:6][CH2:7][CH2:8][CH3:9])[CH2:11][CH2:12][CH2:13][CH3:14])[CH2:16][CH2:17][CH3:18]. Reported procedure: 116.5 g (1 mol) chlorosulfonic acid was placed in an apparatus as described in Example 4 and reacted therein within 60 minutes with 208 g (1 mol) tributylphosphane at 18°-20° C. while cooling with ice. Towards the end of the reaction when cooling was stopped, the reaction temperature rose to 34° C. The whole was stripped at 70° C. under a pressure of 0.5 millibar. This was accompanied by a violent exothermal reaction. The temperature rose up to 140° C. The material was stripped once again at 80°... Starting materials: C(#N)CCCCS(=O)(=O)NC (4-Cyano-N-methylbutane-1-sulfonamide), Cl (hydrochloric acid), C(C)(=O)O (acetic acid). The product is CNS(=O)(=O)CCCCC(=O)O (5-(N-Methylsulfamoyl)pentanoic acid). Isolated yield 58.0%. As a reaction SMILES: C(C[CH2:4][CH2:5][CH2:6][S:7]([NH:10][CH3:11])(=[O:9])=[O:8])#N.Cl.[C:13]([OH:16])(=[O:15])[CH3:14]>>[CH3:11][NH:10][S:7]([CH2:6][CH2:5][CH2:4][CH2:14][C:13]([OH:16])=[O:15])(=[O:9])=[O:8]. Reported procedure: A mixture of 4-cyano-N-methylbutane-1-sulfonamide (Example 9; 100 mmol), acetic acid (100 ml) and concentrated hydrochloric acid (100 ml) was refluxed for 5 hours and then concentrated in vacuo. The residue was taken on THF and then filtered off. The filtrate was concentrated and the residue was washed with dichloromethane to give the pure product (11 g; 58% yield).